From a dataset of the Open Reaction Database (ORD), a public repository of structured organic reaction records. describe an organic reaction: reactants, conditions, products, and yield Starting materials: BrC1=C(C=O)C=CC=C1 (2-bromobenzaldehyde), C(C)C(C(C(=O)O)O)(C(=O)O)CC (diethylmaloic acid), N1CCCCC1 (piperidine), C(C)(=O)O (acetic acid). Run in C1=CC=CC=C1 (benzene), CCOCC (ether). Conditions: time 7 hour. The product is BrC1=C(C=CCC(C(=O)O)(C(=O)O)CC)C=CC=C1 (2-bromobenzylidene diethylmalonic acid). The yield is 90.0%. RXN SMILES: [Br:1][C:2]1[CH:9]=[CH:8][CH:7]=[CH:6][C:3]=1[CH:4]=O.[CH2:10]([C:12]([CH2:21][CH3:22])([C:18]([OH:20])=[O:19])[CH:13]([OH:17])C(O)=O)[CH3:11].N1CCCCC1.C(O)(=[O:31])C>CCOCC.C1C=CC=CC=1>[Br:1][C:2]1[CH:9]=[CH:8][CH:7]=[CH:6][C:3]=1[CH:4]=[CH:22][CH2:21][C:12]([CH2:10][CH3:11])([C:13]([OH:17])=[O:31])[C:18]([OH:20])=[O:19]. Procedure: A 500-ml three-necked round flask (Dean & Stark) equipped with a stirring bar, a Dimroth condenser and a thermometer was charged with 74.0 g (400 mmol) of 2-bromobenzaldehyde, 70.48 g (440 mmol) of diethylmaloic acid, 1.6 ml of piperidine, 4.8 ml of acetic acid and 80 ml of benzene. The mixture was subjected to azeotoropic dehydration for 7 hours in an oil bath of 110° C. under a nitrogen atmosphere. After the reaction was completed, the reaction mixture was cooled to room temperature and 300 ml... Reactants: FC(OC=1C=C(C=CC1)C(C=O)=O)(F)F ((3-Trifluoromethoxyphenyl)oxoacetaldehyde), I.COC1=CC=C(C=C1)C(=N)NN (4-methoxybenzenecarboximidic hydrazide hydriodide salt). Product: COC1=CC=C(C=C1)C=1N=NC=C(N1)C1=CC(=CC=C1)OC(F)(F)F (3-(4-methoxyphenyl)-5-(3-trifluoromethoxyphenyl)-[1,2,4]triazine). As a reaction SMILES: [F:1][C:2]([F:15])([F:14])[O:3][C:4]1[CH:5]=[C:6]([C:10](=O)[CH:11]=O)[CH:7]=[CH:8][CH:9]=1.I.[CH3:17][O:18][C:19]1[CH:24]=[CH:23][C:22]([C:25]([NH:27][NH2:28])=[NH:26])=[CH:21][CH:20]=1>>[CH3:17][O:18][C:19]1[CH:20]=[CH:21][C:22]([C:25]2[N:27]=[N:28][CH:11]=[C:10]([C:6]3[CH:7]=[CH:8][CH:9]=[C:4]([O:3][C:2]([F:15])([F:14])[F:1])[CH:5]=3)[N:26]=2)=[CH:23][CH:24]=1 |f:1.2|. Reported procedure: (3-Trifluoromethoxyphenyl)oxoacetaldehyde was reacted with 4-methoxybenzenecarboximidic hydrazide hydriodide salt (2.39 g, 8.16 mmol) using the method described in Example 1 to give 3-(4-methoxyphenyl)-5-(3-trifluoromethoxyphenyl)-[1,2,4]triazine as a yellow solid (1.10 g): δH (400 MHz, CDCl3) 3.92 (3H, s), 7.06-7.10 (2H, m), 7.45-7.49 (1H, m), 7.64 (1H, t, J 8.2 Hz), 8.14-8.18 (2H, m), 8.59-8.63 (2H, m), 9.53 (1H, s); m/z (ES+) 348.